This data is from the Open Reaction Database (ORD), a public repository of structured organic reaction records. The task is: describe an organic reaction: reactants, conditions, products, and yield Reactants: C(C(=O)O)(=O)O.NC1=NC=CC=C1C1=CC(=NO1)CO ([5-(2-aminopyridin-3-yl)isoxazol-3-yl]methanol oxalate), [OH-].[Na+] (sodium hydroxide). The solvent is O (water). Yields the product NC1=NC=CC=C1C1=CC(=NO1)CO ([5-(2-aminopyridin-3-yl)isoxazol-3-yl]methanol). Yield: 67.9%. RXN SMILES: C(O)(=O)C(O)=O.[NH2:7][C:8]1[C:13]([C:14]2[O:18][N:17]=[C:16]([CH2:19][OH:20])[CH:15]=2)=[CH:12][CH:11]=[CH:10][N:9]=1.[OH-].[Na+]>O>[NH2:7][C:8]1[C:13]([C:14]2[O:18][N:17]=[C:16]([CH2:19][OH:20])[CH:15]=2)=[CH:12][CH:11]=[CH:10][N:9]=1 |f:0.1,2.3|. Reported procedure: To a mixture of [5-(2-aminopyridin-3-yl)isoxazol-3-yl]methanol oxalate (0.39 g) and water (2 mL) was added 5N aqueous sodium hydroxide (0.5 mL) at room temperature and the precipitated solid was filtered to obtain the title compound (0.18 g) as a white solid. Starting materials: O=C1c2ccccc2C(=O)N1c1cccc(CBr)c1, O=C([O-])[O-], CCNCC=CC#CC(C)(C)C, CN(C)C=O, Cl, [K+], [K+]. Product: CCN(CC=CC#CC(C)(C)C)Cc1cccc(N2C(=O)c3ccccc3C2=O)c1. Reaction SMILES: [Br:1][CH2:2][c:3]1[cH:4][c:5]([N:9]2[C:10](=[O:19])[c:11]3[c:12]([cH:15][cH:16][cH:17][cH:18]3)[C:13]2=[O:14])[cH:6][cH:7][cH:8]1.[C:33](=[O:34])([O-:35])[O-:36].[CH2:21]([CH3:22])[NH:23][CH2:24][CH:25]=[CH:26][C:27]#[C:28][C:29]([CH3:30])([CH3:31])[CH3:32].[CH3:39][N:40]([CH3:41])[CH:42]=[O:43].[ClH:20].[K+:37].[K+:38]>>[CH2:2]([c:3]1[cH:4][c:5]([N:9]2[C:10](=[O:19])[c:11]3[c:12]([cH:15][cH:16][cH:17][cH:18]3)[C:13]2=[O:14])[cH:6][cH:7][cH:8]1)[N:23]([CH2:21][CH3:22])[CH2:24][CH:25]=[CH:26][C:27]#[C:28][C:29]([CH3:30])([CH3:31])[CH3:32]. The reactants are polyphosphoric acid, C1(=CC=CC=C1)C1=NOC(=C1C(=O)NC)CC(C1=CC=CC=C1)O (3-phenyl-5-(β-hydroxyphenethyl)-N-methyl-isoxazole-4-carboxamide), ice. Solvent: O (water). Conditions: time 5 hour. Yields the product CN1C(C2=C(CC1C1=CC=CC=C1)ON=C2C2=CC=CC=C2)=O (5-methyl-6,7-dihydro-3,6-diphenyl isoxazolo[4,5-c]pyridin-4-(5H)-one). Reaction SMILES: [C:1]1([C:7]2[C:11]([C:12]([NH:14][CH3:15])=[O:13])=[C:10]([CH2:16][CH:17](O)[C:18]3[CH:23]=[CH:22][CH:21]=[CH:20][CH:19]=3)[O:9][N:8]=2)[CH:6]=[CH:5][CH:4]=[CH:3][CH:2]=1>O>[CH3:15][N:14]1[CH:17]([C:18]2[CH:23]=[CH:22][CH:21]=[CH:20][CH:19]=2)[CH2:16][C:10]2[O:9][N:8]=[C:7]([C:1]3[CH:6]=[CH:5][CH:4]=[CH:3][CH:2]=3)[C:11]=2[C:12]1=[O:13]. Reported procedure: To 550 ml. of polyphosphoric acid maintained at a temperature of 100° to 105° C. there is added 36.5 grams (0.114 moles) 3-phenyl-5-(β-hydroxyphenethyl)-N-methyl-isoxazole-4-carboxamide in portions. The mixture is then stirred at 100° for 5 hours and then poured onto 2 liters of ice and water. The resulting solid is filtered and purified by recrystallization to give 5-methyl-6,7-dihydro-3,6-diphenyl isoxazolo[4,5-c]pyridin-4-(5H)-one; m.p. 108° to 111° C. Reactants: ClC1=CC=NC2=CC(=C(C=C12)OC)OC (4-chloro-6,7-dimethoxy-quinoline), [OH-].[K+] (KOH), C1(=CC=CC=C1)S (thiophenol). The solvent is CCO (EtOH), O (H2O). Conditions: temperature 100 celsius. Yields the product COC=1C=C2C(=CC=NC2=CC1OC)SC1=CC=CC=C1 (6,7-dimethoxy-4-phenylsulfanyl-quinoline). Reaction SMILES: Cl[C:2]1[C:11]2[C:6](=[CH:7][C:8]([O:14][CH3:15])=[C:9]([O:12][CH3:13])[CH:10]=2)[N:5]=[CH:4][CH:3]=1.[OH-].[K+].[C:18]1([SH:24])[CH:23]=[CH:22][CH:21]=[CH:20][CH:19]=1>CCO.O>[CH3:13][O:12][C:9]1[CH:10]=[C:11]2[C:6](=[CH:7][C:8]=1[O:14][CH3:15])[N:5]=[CH:4][CH:3]=[C:2]2[S:24][C:18]1[CH:23]=[CH:22][CH:21]=[CH:20][CH:19]=1 |f:1.2|. Procedure: To a solution of 4-chloro-6,7-dimethoxy-quinoline (214 mg, 0.96 mmol) in EtOH (10 mL) and H2O (10 mL), was added KOH (107 mg, 1.44 mmol). The solution was stirred in a 100° C. bath. Then thiophenol (148 μL, 1.44 mmol) was added. The reaction was stirred at 100° C. for 1 h. The solvent was removed by rotary evaporation. The resulting residue was worked up with water and extracted with EtOAc 3×. The combined organic layer was washed with water and brine, dried over Na2SO4, filtered, and concentrat...